This data is from the Open Reaction Database (ORD), a public repository of structured organic reaction records. The task is: describe an organic reaction: reactants, conditions, products, and yield The reactants are [B-](F)(F)(F)F.CCOC(=O)C(=NOC(=[N+](C)C)N(C)C)C#N (TOTU), NC1=CC=C(C=C1)N1C(N(C=C1)C1=CC=C(C=C1)OC1=CC=CC=C1)=O (1-(4-aminophenyl)-3-(4-phenoxyphenyl)-1,3-dihydroimidazol-2-one), CCN(C(C)C)C(C)C (Hünig base), CN(CC(=O)O)C (dimethylglycine). Run in O (water), CN(C)C=O (DMF), CN(C)C=O (DMF). Conditions: time 10 minute. Yields the product CN(CC(=O)NC1=CC=C(C=C1)N1C(N(C=C1)C1=CC=C(C=C1)OC1=CC=CC=C1)=O)C (2-Dimethylamino-N-{4-[2-oxo-3-(4-phenoxyphenyl)-2,3-dihydroimidazol-1-yl]phenyl}acetamide). RXN SMILES: [B-](F)(F)(F)F.CCOC(C(C#N)=NOC(N(C)C)=[N+](C)C)=O.[NH2:23][C:24]1[CH:29]=[CH:28][C:27]([N:30]2[CH:34]=[CH:33][N:32]([C:35]3[CH:40]=[CH:39][C:38]([O:41][C:42]4[CH:47]=[CH:46][CH:45]=[CH:44][CH:43]=4)=[CH:37][CH:36]=3)[C:31]2=[O:48])=[CH:26][CH:25]=1.CCN(C(C)C)C(C)C.[CH3:58][N:59]([CH3:64])[CH2:60][C:61](O)=[O:62]>CN(C=O)C.O>[CH3:58][N:59]([CH3:64])[CH2:60][C:61]([NH:23][C:24]1[CH:25]=[CH:26][C:27]([N:30]2[CH:34]=[CH:33][N:32]([C:35]3[CH:40]=[CH:39][C:38]([O:41][C:42]4[CH:47]=[CH:46][CH:45]=[CH:44][CH:43]=4)=[CH:37][CH:36]=3)[C:31]2=[O:48])=[CH:28][CH:29]=1)=[O:62] |f:0.1|. Procedure details: TOTU (327 mg) was added to a solution of 1-(4-aminophenyl)-3-(4-phenoxyphenyl)-1,3-dihydroimidazol-2-one (343 mg) in DMF (3 ml) at 0° C. After 10 minutes, Hünig base (130 mg) and then a solution of dimethylglycine (103 mg) in DMF (1 ml) was added. After a reaction time of 12 hours at room temperature, the mixture was mixed with water and extracted with ethyl acetate. The organic phase was washed with sodium bicarbonate solution, dried over magnesium sulfate and concentrated. The residue was puri... Reactants: C(=O)([O-])[O-].[K+].[K+] (K2CO3), BrC=1C=C(C=CC1OCCCBr)C(C)=O (1-[3-bromo-4-(3-bromopropoxy)phenyl]ethanone), FC1=CC2=C(C(=NO2)C2CCNCC2)C=C1 (6-fluoro-3-(4-piperidinyl)-1,2-benzisoxazole). Run in C(C)#N (acetonitrile). Yields the product FC1=CC2=C(C(=NO2)C2CCN(CC2)CCCOC2=C(C=C(C=C2)C(C)=O)Br)C=C1 (1-[4-[3-[4-(6-fluoro-1,2-benzisoxazol -3- yl)-1-piperidinyl]-propoxy]-3-bromophenyl]ethanone). The yield is 68.6%. RXN SMILES: [F:1][C:2]1[CH:16]=[CH:15][C:5]2[C:6]([CH:9]3[CH2:14][CH2:13][NH:12][CH2:11][CH2:10]3)=[N:7][O:8][C:4]=2[CH:3]=1.C([O-])([O-])=O.[K+].[K+].[Br:23][C:24]1[CH:25]=[C:26]([C:35](=[O:37])[CH3:36])[CH:27]=[CH:28][C:29]=1[O:30][CH2:31][CH2:32][CH2:33]Br>C(#N)C>[F:1][C:2]1[CH:16]=[CH:15][C:5]2[C:6]([CH:9]3[CH2:10][CH2:11][N:12]([CH2:33][CH2:32][CH2:31][O:30][C:29]4[CH:28]=[CH:27][C:26]([C:35](=[O:37])[CH3:36])=[CH:25][C:24]=4[Br:23])[CH2:13][CH2:14]3)=[N:7][O:8][C:4]=2[CH:3]=1 |f:1.2.3|. Procedure details: A mixture of 6-fluoro-3-(4-piperidinyl)-1,2-benzisoxazole (2.1 g, 9.5 mmol ). K2CO3 (2.0 g)-1-[3-bromo-4-(3-bromopropoxy)phenyl]ethanone (3.1 g, 9.2 mmol) in acetonitrile (100 ml) was heated at reflux for 3 hours. At the end of reaction, the solvent was concentrated and the mixture was extracted into dichloromethane (200 ml). The insolubles were filtered off. The dichloromethane was concentrated again. The crude residue was purified by flash chromatography over a silica gel column. (SiO2, 49 g; ... Reactants: [Cr](=O)(=O)([O-])Cl.[NH+]1=CC=CC=C1 (Pyridinium chlorochromate), FC1=CC=C(C=C1)C(C(=CO)C(C(C)C)C(C)C)C1=CC=C(C=C1)F (3,3-bis(4-fluorophenyl)-2-[2-methyl-1-(1-methylethyl)propyl]propenol). The solvent is C(Cl)Cl (methylene chloride). Conditions: time 48 hour. Yields the product FC1=CC=C(C=C1)C(=C(C=O)C(C(C)C)C(C)C)C1=CC=C(C=C1)F (3,3-Bis(4-fluorophenyl)-2-[2-methyl-1-(1-methylethyl)propyl]propenal). Yield: 95.7%. As a reaction SMILES: [Cr](Cl)([O-])(=O)=O.[NH+]1C=CC=CC=1.[F:12][C:13]1[CH:18]=[CH:17][C:16]([CH:19]([C:30]2[CH:35]=[CH:34][C:33]([F:36])=[CH:32][CH:31]=2)[C:20]([CH:23]([CH:27]([CH3:29])[CH3:28])[CH:24]([CH3:26])[CH3:25])=[CH:21][OH:22])=[CH:15][CH:14]=1>C(Cl)Cl>[F:12][C:13]1[CH:14]=[CH:15][C:16]([C:19]([C:30]2[CH:31]=[CH:32][C:33]([F:36])=[CH:34][CH:35]=2)=[C:20]([CH:23]([CH:24]([CH3:25])[CH3:26])[CH:27]([CH3:29])[CH3:28])[CH:21]=[O:22])=[CH:17][CH:18]=1 |f:0.1|. Reported procedure: Pyridinium chlorochromate (3.5 g) was added to a solution of 3,3-bis(4-fluorophenyl)-2-[2-methyl-1-(1-methylethyl)propyl]propenol (2.1 g, 6.1 mmol) in 75 mL of methylene chloride and the mixture stirred for 48 hours. The methylene chloride was decanted from the gummy precipitate which was washed with fresh solvent. The combined methylene chloride solutions were concentrated in vacuo to give a dark oil. The oil was triturated with 4×50 mL volumes of hexane. The hexane solutions were concentrated ... The reactants are BrC1=CC(=C(C(=C1)F)C(C(=O)NCC1=CC=C(C=C1)C#N)OCC)F ((RS)-2-(4-bromo-2,6-difluoro-phenyl)-N-(4-cyano-benzyl)-2-ethoxy-acetamide), OC1=C(C=CC=C1)B(O)O (2-hydroxyphenylboronic acid). The product is C(#N)C1=CC=C(CNC(C(OCC)C2=C(C=C(C=C2F)C2=C(C=CC=C2)O)F)=O)C=C1 ((RS)-N-(4-cyano-benzyl)-2-(3,5-difluoro-2′-hydroxy-biphenyl-4-yl)-2-ethoxy-acetamide). RXN SMILES: Br[C:2]1[CH:7]=[C:6]([F:8])[C:5]([CH:9]([O:22][CH2:23][CH3:24])[C:10]([NH:12][CH2:13][C:14]2[CH:19]=[CH:18][C:17]([C:20]#[N:21])=[CH:16][CH:15]=2)=[O:11])=[C:4]([F:25])[CH:3]=1.[OH:26][C:27]1[CH:32]=[CH:31][CH:30]=[CH:29][C:28]=1B(O)O>>[C:20]([C:17]1[CH:18]=[CH:19][C:14]([CH2:13][NH:12][C:10](=[O:11])[CH:9]([C:5]2[C:6]([F:8])=[CH:7][C:2]([C:28]3[CH:29]=[CH:30][CH:31]=[CH:32][C:27]=3[OH:26])=[CH:3][C:4]=2[F:25])[O:22][CH2:23][CH3:24])=[CH:15][CH:16]=1)#[N:21]. Procedure: In analogy to example 247.1, (RS)-2-(4-bromo-2,6-difluoro-phenyl)-N-(4-cyano-benzyl)-2-ethoxy-acetamide (example 248.1) was reacted with 2-hydroxyphenylboronic acid to give (RS)-N-(4-cyano-benzyl)-2-(3,5-difluoro-2′-hydroxy-biphenyl-4-yl)-2-ethoxy-acetamide. Off-white solid. MS 423.0 ([M+H]+) Reactants: [N+](=O)([O-])C=1C=C2C3=C(C(OC(C3=CC=C2)=O)=O)C1 (5-nitro-1H,3H-benzo[de]isochromene-1,3-dione), NCCCCCC(=O)O (6-aminohexanoic acid). Yields the product [N+](=O)([O-])C=1C=C2C3=C(C(N(C(C3=CC=C2)=O)CCCCCC(=O)O)=O)C1 (6-(5-nitro-1,3-dioxo-2,3-dihydro-1H-benzo[de]isoquinolin-2-yl)hexanoic acid). Reaction SMILES: [N+:1]([C:4]1[CH:5]=[C:6]2[CH:15]=[CH:14][CH:13]=[C:12]3[C:7]2=[C:8]([CH:18]=1)[C:9](=[O:17])O[C:11]3=[O:16])([O-:3])=[O:2].[NH2:19][CH2:20][CH2:21][CH2:22][CH2:23][CH2:24][C:25]([OH:27])=[O:26]>>[N+:1]([C:4]1[CH:5]=[C:6]2[CH:15]=[CH:14][CH:13]=[C:12]3[C:7]2=[C:8]([CH:18]=1)[C:9](=[O:17])[N:19]([CH2:20][CH2:21][CH2:22][CH2:23][CH2:24][C:25]([OH:27])=[O:26])[C:11]3=[O:16])([O-:3])=[O:2]. Procedure: 2.45 g (0.01 mmol) of 5-nitro-1H,3H-benzo[de]isochromene-1,3-dione and 1.23 g (0.01 mmol) of 6-aminohexanoic acid was alloyed with at 210-220° C. for 35 min. The obtained crude 6-(5-nitro-1,3-dioxo-2,3-dihydro-1H-benzo[de]isoquinolin-2-yl)hexanoic acid was recrystallized from ethanol. Yield 1.7 g (48%). The product was dissolved in 50 mL of ethanol and was added dropwise to the hot solution of 8 g of tin chloride in 9 mL of hydrochloric acid at boiling. The reaction mixture was boiled for 4 h, t... The reagents and catalysts are [Ni] (Raney-nickel). As a reaction SMILES: N.O.S[C:4]1[N:5]([CH2:12][CH2:13][C:14]2[CH:19]=[CH:18][CH:17]=[CH:16]C=2)[C:6]([C:9]([NH2:11])=[O:10])=[CH:7][N:8]=1.[CH2:20](O)C>[Ni]>[C:13]1([CH:12]([N:5]2[C:6]([C:9]([NH2:11])=[O:10])=[CH:7][N:8]=[CH:4]2)[CH3:20])[CH:14]=[CH:19][CH:18]=[CH:17][CH:16]=1 |f:1.2|. Reactants: N (ammonia), O.SC=1N(C(=CN1)C(=O)N)CCC1=CC=CC=C1 ((-)-2-mercapto-1-(2-phenylethyl)-1H-imidazole-5-carboxamide hydrate), C(C)O (ethanol). Yields the product C1(=CC=CC=C1)C(C)N1C=NC=C1C(=O)N ((-)-1-(1-phenylethyl)-1H-imidazole-5-carboxamide). Procedure details: To 80 parts of ethanol, previously saturated with gaseous ammonia, are added 2.3 parts of (-)-2-mercapto-1-(2-phenylethyl)-1H-imidazole-5-carboxamide hydrate and 6 parts of Raney-nickel. The mixture is stirred and refluxed for 2 hours and thereafter allowed to cool to room temperature. The Raney-nickel is filtered off and the filter-cake is washed with ethanol. The filtrate is evaporated in vacuo and the residue is purified by column-chromatography over silica gel using a mixture of trichloromet... Starting materials: CC(C)(C)C(=O)Oc1c(F)cc(Br)cc1F, [Li]CCCC, C1CCOC1, CC(C)[N-]C(C)C, CC(C)NC(C)C, [Li+], CN(C)C=O. Product: CC(C)(C)C(=O)Oc1c(F)cc(Br)c(C=O)c1F. As a reaction SMILES: [Br:21][c:22]1[cH:23][c:24]([F:36])[c:25]([O:29][C:30]([C:31]([CH3:32])([CH3:33])[CH3:34])=[O:35])[c:26]([F:28])[cH:27]1.[CH2:1]([Li:2])[CH2:3][CH2:4][CH3:5].[CH2:42]1[O:43][CH2:44][CH2:45][CH2:46]1.[CH3:14][CH:15]([N-:16][CH:17]([CH3:18])[CH3:19])[CH3:20].[CH:6]([NH:7][CH:8]([CH3:9])[CH3:10])([CH3:11])[CH3:12].[Li+:13].[O:37]=[CH:38][N:39]([CH3:40])[CH3:41]>>[Br:21][c:22]1[cH:23][c:24]([F:36])[c:25]([O:29][C:30]([C:31]([CH3:32])([CH3:33])[CH3:34])=[O:35])[c:26]([F:28])[c:27]1[CH:38]=[O:37]. Reactants: C([O-])(O)=O.[Na+] (sodium bicarbonate), C(C)(=O)O (Acetic acid), C(C)(=O)O[BH-](OC(C)=O)OC(C)=O.[Na+] (sodium triacetoxyborohydride), resultant mixture, resultant mixture, resultant mixture, BrC=1C(=C(C=CC1)N)C (3-bromo-2-methylphenylamine), 3A, C(CC)=O (propionaldehyde). Run in C(Cl)Cl (CH2Cl2). Yields the product BrC=1C(=C(NCCC)C=CC1)C (3-Bromo-2-methyl-N-propylaniline). Yield: 97.9%. Reaction SMILES: [Br:1][C:2]1[C:3]([CH3:9])=[C:4]([NH2:8])[CH:5]=[CH:6][CH:7]=1.[CH:10](=O)[CH2:11][CH3:12].C(O)(=O)C.C(O[BH-](OC(=O)C)OC(=O)C)(=O)C.[Na+].C(=O)(O)[O-].[Na+]>C(Cl)Cl>[Br:1][C:2]1[C:3]([CH3:9])=[C:4]([CH:5]=[CH:6][CH:7]=1)[NH:8][CH2:10][CH2:11][CH3:12] |f:3.4,5.6|. Procedure: To a solution of 3-bromo-2-methylphenylamine (1.5 g, 8.06 mmol) in dry CH2Cl2 with 3A molecular sieves was added propionaldehyde (580 μL, 8.06 mmol) and the resultant mixture stirred at room temperature for 20 min under nitrogen. Acetic acid (561 μL, 8.06 mmol) and sodium triacetoxyborohydride (4.78 g, 22.56 mmol) were added and the resultant mixture stirred under nitrogen at room temperature for 16 h. Saturated sodium bicarbonate (60 mL) was added portionwise and the resultant mixture stirred f...